describe an organic reaction: reactants, conditions, products, and yield From a dataset of the Open Reaction Database (ORD), a public repository of structured organic reaction records. Starting materials: CN1CCNCC1, CC#N, O=C(CCl)Nc1cn2nc(Oc3cccc(NC(=O)c4cccc(C(F)(F)F)c4)c3)ccc2n1. Yields the product CN1CCN(CC(=O)Nc2cn3nc(Oc4cccc(NC(=O)c5cccc(C(F)(F)F)c5)c4)ccc3n2)CC1. As a reaction SMILES: [CH3:35][N:36]1[CH2:37][CH2:38][NH:39][CH2:40][CH2:41]1.[CH3:42][C:43]#[N:44].[Cl:1][CH2:2][C:3](=[O:4])[NH:5][c:6]1[n:7][c:8]2[n:9]([n:10][c:11]([O:14][c:15]3[cH:16][c:17]([NH:21][C:22]([c:23]4[cH:24][c:25]([C:29]([F:30])([F:31])[F:32])[cH:26][cH:27][cH:28]4)=[O:33])[cH:18][cH:19][cH:20]3)[cH:12][cH:13]2)[cH:34]1>>[CH2:2]([C:3](=[O:4])[NH:5][c:6]1[n:7][c:8]2[n:9]([n:10][c:11]([O:14][c:15]3[cH:16][c:17]([NH:21][C:22]([c:23]4[cH:24][c:25]([C:29]([F:30])([F:31])[F:32])[cH:26][cH:27][cH:28]4)=[O:33])[cH:18][cH:19][cH:20]3)[cH:12][cH:13]2)[cH:34]1)[N:39]1[CH2:38][CH2:37][N:36]([CH3:35])[CH2:41][CH2:40]1. Starting materials: C1(CCCCC1)C1=C(OCC2OC2)C=CC=C1 (o-(cyclohexyl)-phenoxymethyloxirane), NC1=CC=C(C=C1)N1C(NCC1)=O (1-(4-aminophenyl)-2-imidazolidinone). The solvent is C(C)(C)O (isopropanol). The product is C1(CCCCC1)C1=C(OCC(CNC2=CC=C(C=C2)N2C(NCC2)=O)O)C=CC=C1 (1-{4-[3-(o-cyclohexylphenoxy)-2-hydroxypropylamino]-phenyl}-2-imidazolidinone). RXN SMILES: [CH:1]1([C:7]2[CH:17]=[CH:16][CH:15]=[CH:14][C:8]=2[O:9][CH2:10][CH:11]2[CH2:13][O:12]2)[CH2:6][CH2:5][CH2:4][CH2:3][CH2:2]1.[NH2:18][C:19]1[CH:24]=[CH:23][C:22]([N:25]2[CH2:29][CH2:28][NH:27][C:26]2=[O:30])=[CH:21][CH:20]=1>C(O)(C)C>[CH:1]1([C:7]2[CH:17]=[CH:16][CH:15]=[CH:14][C:8]=2[O:9][CH2:10][CH:11]([OH:12])[CH2:13][NH:18][C:19]2[CH:20]=[CH:21][C:22]([N:25]3[CH2:29][CH2:28][NH:27][C:26]3=[O:30])=[CH:23][CH:24]=2)[CH2:6][CH2:5][CH2:4][CH2:3][CH2:2]1. Procedure details: A solution of 3.24 g o-(cyclohexyl)-phenoxymethyloxirane (see Example 3) and 2.65 g of 1-(4-aminophenyl)-2-imidazolidinone in 60 ml isopropanol is stirred at reflux for 18 hours. The reaction mixture is filtered and the filtrate concentrated in vacuo. The residue is dissolved in 50 ml ethyl acetate and acidified to pH=1 with a solution of hydrogen chloride gas in ethyl acetate. The supernatant is decanted from the dark gum that forms and the residue is treated with ethyl acetate and 5% aqueous s... Procedure: A 500-mL four-necked flask equipped with a mechanical stirrer, thermocouple, condenser and sodium hydroxide/sodium hypochlorite scrubber was charged with 2-amino-5-bromo-N,3-dimethylbenzamide (prepared by the method of Example 1) (99.1% purity, 24.1 g, 0.10 mol) and xylenes (100 g) while maintaining an atmosphere of argon through a gas inlet line connected to the condenser. The mixture was stirred at room temperature, and powdered sodium cyanide (powdered just prior to use) (6.2 g, 0.121 mol, as... The reagents and catalysts are [Cu]I (copper(I) iodide). Product: NC1=C(C(=O)NC)C=C(C=C1C)C#N (2-amino-5-cyano-N,3-dimethylbenzamide). Run at time 17.5 minute. As a reaction SMILES: [OH-].[Na+].Cl[O-].[Na+].[NH2:6][C:7]1[C:16]([CH3:17])=[CH:15][C:14](Br)=[CH:13][C:8]=1[C:9]([NH:11][CH3:12])=[O:10].[C-]#N.[Na+].[CH3:22][NH:23]CCNC>[Cu]I>[NH2:6][C:7]1[C:16]([CH3:17])=[CH:15][C:14]([C:22]#[N:23])=[CH:13][C:8]=1[C:9]([NH:11][CH3:12])=[O:10] |f:0.1.2.3,5.6|. The reactants are [C-]#N.[Na+] (sodium cyanide), [OH-].[Na+].Cl[O-].[Na+] (sodium hydroxide sodium hypochlorite), NC1=C(C(=O)NC)C=C(C=C1C)Br (2-amino-5-bromo-N,3-dimethylbenzamide), CNCCNC (N,N′-dimethylethylenediamine), xylenes. As a reaction SMILES: [C:41]([CH3:42])(=[O:43])[N:44]1[CH2:45][CH2:46][NH:47][CH2:48][CH2:49]1.[F:1][C:2]([c:3]1[cH:4][c:5]([CH2:6][N:7]2[C:8](=[O:31])[c:9]3[c:10]([n:15][c:16]([S:27]([CH3:28])(=[O:29])=[O:30])[n:17][c:18]3-[c:19]3[c:20]([O:25][CH3:26])[cH:21][cH:22][cH:23][cH:24]3)[NH:11][CH2:12][CH2:13][CH2:14]2)[cH:32][c:33]([C:35]([F:36])([F:37])[F:38])[cH:34]1)([F:39])[F:40]>>[F:1][C:2]([c:3]1[cH:4][c:5]([CH2:6][N:7]2[C:8](=[O:31])[c:9]3[c:10]([n:15][c:16]([N:47]4[CH2:46][CH2:45][N:44]([C:41]([CH3:42])=[O:43])[CH2:49][CH2:48]4)[n:17][c:18]3-[c:19]3[c:20]([O:25][CH3:26])[cH:21][cH:22][cH:23][cH:24]3)[NH:11][CH2:12][CH2:13][CH2:14]2)[cH:32][c:33]([C:35]([F:36])([F:37])[F:38])[cH:34]1)([F:39])[F:40]. Yields the product COc1ccccc1-c1nc(N2CCN(C(C)=O)CC2)nc2c1C(=O)N(Cc1cc(C(F)(F)F)cc(C(F)(F)F)c1)CCCN2. Reactants: CC(=O)N1CCNCC1, COc1ccccc1-c1nc(S(C)(=O)=O)nc2c1C(=O)N(Cc1cc(C(F)(F)F)cc(C(F)(F)F)c1)CCCN2. Reactants: BrC1=C(C=C(C(=C1)OC)[N+](=O)[O-])C (1-bromo-2-methyl-5-(methyloxy)-4-nitrobenzene), Pd2(dba)2, CC1(C2=C(C(=CC=C2)P(C3=CC=CC=C3)C4=CC=CC=C4)OC5=C(C=CC=C51)P(C6=CC=CC=C6)C7=CC=CC=C7)C (XANTPHOS), N1(CCNCC1)C(=O)OC(C)(C)C (1,1-dimethylethyl 1-piperazinecarboxylate). Solvent: O1CCOCC1 (Dioxane). Conditions: temperature 60 celsius. Yields the product CC1=C(C=C(C(=C1)[N+](=O)[O-])OC)N1CCN(CC1)C(=O)OC(C)(C)C (1,1-dimethylethyl 4-[2-methyl-5-(methyloxy)-4-nitrophenyl]-1-piperazinecarboxylate). The yield is 37.6%. RXN SMILES: Br[C:2]1[CH:7]=[C:6]([O:8][CH3:9])[C:5]([N+:10]([O-:12])=[O:11])=[CH:4][C:3]=1[CH3:13].CC1(C)C2C(=C(P(C3C=CC=CC=3)C3C=CC=CC=3)C=CC=2)OC2C(P(C3C=CC=CC=3)C3C=CC=CC=3)=CC=CC1=2.[N:56]1([C:62]([O:64][C:65]([CH3:68])([CH3:67])[CH3:66])=[O:63])[CH2:61][CH2:60][NH:59][CH2:58][CH2:57]1>O1CCOCC1>[CH3:13][C:3]1[CH:4]=[C:5]([N+:10]([O-:12])=[O:11])[C:6]([O:8][CH3:9])=[CH:7][C:2]=1[N:59]1[CH2:58][CH2:57][N:56]([C:62]([O:64][C:65]([CH3:68])([CH3:67])[CH3:66])=[O:63])[CH2:61][CH2:60]1. Procedure details: to a stirred solution of 1-bromo-2-methyl-5-(methyloxy)-4-nitrobenzene (9 g, 36.6 mmol) in 180 mL of Dioxane was added Pd2(dba)2 (2.14 g, 2.34 mmol), XANTPHOS (2.12 g, 3.65 mmol), cesuim carbonte (50 g, 153.6 mmol) and 1,1-dimethylethyl 1-piperazinecarboxylate (13.6 g, 73.15 mmol). The resulting slurry was warmed to 60° C. for 24 hours. The dioxane was removed under reduced pressure and the crude mixture was taken up in ether and filtered to remove cesium carbonate. The ether was, washed with wa... Starting materials: C(C)(=O)OC1=C(C(=CC=C1)O)C (methyl-3-hydroxyphenyl acetate), ClCC1=NC2=CC=CC=C2C=C1 (chloromethylquinoline), C([O-])([O-])=O.[Cs+].[Cs+] (cesium carbonate), CC(=O)C (acetone). Product: COC(CC1=CC(=CC=C1)OCC1=NC2=CC=CC=C2C=C1)=O (Methyl-3-[(2-quinolinyl)methoxy]benzeneacetate). Isolated yield 97.0%. Reaction SMILES: [C:1]([O:4][C:5]1C=[CH:9][CH:8]=[C:7](O)[C:6]=1C)(=O)C.Cl[CH2:14][C:15]1[CH:24]=[CH:23][C:22]2[C:17](=[CH:18][CH:19]=[CH:20][CH:21]=2)[N:16]=1.C(=O)([O-])[O-:26].[Cs+].[Cs+].[CH3:31][C:32]([CH3:34])=[O:33]>>[CH3:1][O:4][C:5](=[O:26])[CH2:6][C:7]1[CH:8]=[CH:9][CH:34]=[C:32]([O:33][CH2:14][C:15]2[CH:24]=[CH:23][C:22]3[C:17](=[CH:18][CH:19]=[CH:20][CH:21]=3)[N:16]=2)[CH:31]=1 |f:2.3.4|. Reported procedure: A mixture of methyl-3-hydroxyphenyl acetate (14.1 g, 85.0 mmol), chloromethylquinoline (15.1 g, 85.0 mmol), cesium carbonate (29.0 g) and acetone (300 ml) is refluxed for 40 hours. The mixture is filtered through Celite and silica gel and the solvent is removed in vacuo to give 25.4 g (97% yield) of oil. Starting materials: C(CCCCCCC\C=C/CCCCCCCC)(=O)OCCCN(CCCOC(CCCCCCC\C=C/CCCCCCCC)=O)C(CN(C)C)=O ((Z)-((2-(dimethylamino)acetyl)azanediyl)bis(propane-3,1-diyl) dioleate), BrCCO (2-Bromoethanol). The solvent is C(C)#N (ACN). Reaction conditions: temperature 80 celsius, time 8 hour. The product is [Br-].C(CCCCCCC\C=C/CCCCCCCC)(=O)OCCCN(C(C[N+](C)(C)CCO)=O)CCCOC(CCCCCCC\C=C/CCCCCCCC)=O (2-(bis(3-(oleoyloxy)propyl)amino)-N-(2-hydroxyethyl)-N,N-dimethyl-2-oxoethanaminium bromide). RXN SMILES: [C:1]([O:20][CH2:21][CH2:22][CH2:23][N:24]([C:48](=[O:53])[CH2:49][N:50]([CH3:52])[CH3:51])[CH2:25][CH2:26][CH2:27][O:28][C:29](=[O:47])[CH2:30][CH2:31][CH2:32][CH2:33][CH2:34][CH2:35][CH2:36]/[CH:37]=[CH:38]\[CH2:39][CH2:40][CH2:41][CH2:42][CH2:43][CH2:44][CH2:45][CH3:46])(=[O:19])[CH2:2][CH2:3][CH2:4][CH2:5][CH2:6][CH2:7][CH2:8]/[CH:9]=[CH:10]\[CH2:11][CH2:12][CH2:13][CH2:14][CH2:15][CH2:16][CH2:17][CH3:18].[Br:54][CH2:55][CH2:56][OH:57]>C(#N)C>[Br-:54].[C:1]([O:20][CH2:21][CH2:22][CH2:23][N:24]([CH2:25][CH2:26][CH2:27][O:28][C:29](=[O:47])[CH2:30][CH2:31][CH2:32][CH2:33][CH2:34][CH2:35][CH2:36]/[CH:37]=[CH:38]\[CH2:39][CH2:40][CH2:41][CH2:42][CH2:43][CH2:44][CH2:45][CH3:46])[C:48](=[O:53])[CH2:49][N+:50]([CH2:55][CH2:56][OH:57])([CH3:52])[CH3:51])(=[O:19])[CH2:2][CH2:3][CH2:4][CH2:5][CH2:6][CH2:7][CH2:8]/[CH:9]=[CH:10]\[CH2:11][CH2:12][CH2:13][CH2:14][CH2:15][CH2:16][CH2:17][CH3:18] |f:3.4|. Reported procedure: In a sealed system, (Z)-((2-(dimethylamino)acetyl)azanediyl)bis(propane-3,1-diyl) dioleate (269 mg, 0.360 mmol) was dissolved in ACN (10 mL) and 2-Bromoethanol (200 uL) was added. The reaction vessel was flushed with inert gas and then sealed. Reaction was heated to 80° C. and allowed to stir overnight. The reaction mixture was cooled and concentrated. Purification by silica gel chromatography with a DCM/MeOH gradient yielded 2-(bis(3-(oleoyloxy)propyl)amino)-N-(2-hydroxyethyl)-N,N-dimethyl-2-ox... The reactants are C=Cc1cnc(Nc2ccc(OC)nc2)c(-c2nc(C)nc3c2ncn3C2CCCCO2)c1, ClCCl, O=C(O)C(F)(F)F. Product: C=Cc1cnc(Nc2ccc(OC)nc2)c(-c2nc(C)nc3[nH]cnc23)c1. Reaction SMILES: [CH3:1][O:2][c:3]1[cH:4][cH:5][c:6]([NH:9][c:10]2[n:11][cH:12][c:13]([CH:32]=[CH2:33])[cH:14][c:15]2-[c:16]2[c:17]3[n:18][cH:19][n:20]([CH:26]4[CH2:27][CH2:28][CH2:29][CH2:30][O:31]4)[c:21]3[n:22][c:23]([CH3:25])[n:24]2)[cH:7][n:8]1.[Cl:41][CH2:42][Cl:43].[OH:34][C:35]([C:36]([F:37])([F:38])[F:39])=[O:40]>>[CH3:1][O:2][c:3]1[cH:4][cH:5][c:6]([NH:9][c:10]2[n:11][cH:12][c:13]([CH:32]=[CH2:33])[cH:14][c:15]2-[c:16]2[c:17]3[n:18][cH:19][nH:20][c:21]3[n:22][c:23]([CH3:25])[n:24]2)[cH:7][n:8]1.